This data is from the Open Reaction Database (ORD), a public repository of structured organic reaction records. The task is: describe an organic reaction: reactants, conditions, products, and yield Reactants: C(=C)[Mg]Br.C1CCOC1 (vinylmagnesium bromide THF), BrC=1C=C(C(=C(C1)F)F)[N+](=O)[O-] (5-Bromo-1,2-difluoro-3-nitrobenzene), [Cl-].[NH4+] (ammonium chloride). Run in C1CCOC1 (THF). Conditions: temperature -40 celsius, time 4 hour. Product: BrC1=C2C=CNC2=C(C(=C1)F)F (4-bromo-6,7-difluoro-1H-indole). Isolated yield 12.0%. As a reaction SMILES: [Br:1][C:2]1[CH:3]=[C:4]([N+:10]([O-])=O)[C:5]([F:9])=[C:6]([F:8])[CH:7]=1.[CH:13]([Mg]Br)=[CH2:14].C1COCC1.[Cl-].[NH4+]>C1COCC1>[Br:1][C:2]1[CH:7]=[C:6]([F:8])[C:5]([F:9])=[C:4]2[C:3]=1[CH:13]=[CH:14][NH:10]2 |f:1.2,3.4|. Reported procedure: A solution (20 mL) of 5-Bromo-1,2-difluoro-3-nitrobenzene (1.19 g, 5.00 mmol) in THF was cooled to −50° C. To this, a 1 M vinylmagnesium bromide/THF solution (15 mL) was added dropwise. After the mixture was stirred at −40° C. for 4 hours, a saturated aqueous ammonium chloride solution was added thereto, and concentrated under reduced pressure. The reaction solution was diluted with ethyl acetate, and after washed with saturated brine, the resultant was dried over anhydrous magnesium sulfate. Th... Reactants: Cl.N[C@@H]1COC2=C(N(C1=O)CC1=CC=C(C=C1)C(C)C)C=CC=C2 ((R)-3-amino-5-(p-isopropylbenzyl)-4-oxo-2,3,4,5-tetrahydro-1,5-benzoxazepine hydrochloride), C(C)OC([C@@H](CCC1CCCCC1)OS(=O)(=O)C1=CC=C(C=C1)[N+](=O)[O-])=O ((R)-alpha-[[(4-nitrophenyl)sulfonyl]oxy]-4-cyclohexylbutyric acid ethyl ester), CN1CCOCC1 (N-methylmorpholine). RXN SMILES: Cl.[NH2:2][C@H:3]1[C:9](=[O:10])[N:8]([CH2:11][C:12]2[CH:17]=[CH:16][C:15]([CH:18]([CH3:20])[CH3:19])=[CH:14][CH:13]=2)[C:7]2[CH:21]=[CH:22][CH:23]=[CH:24][C:6]=2[O:5][CH2:4]1.[CH2:25]([O:27][C:28](=[O:51])[C@H:29](OS(C1C=CC([N+]([O-])=O)=CC=1)(=O)=O)[CH2:30][CH2:31][CH:32]1[CH2:37][CH2:36][CH2:35][CH2:34][CH2:33]1)[CH3:26].CN1CCOCC1>CCCCCC.C(OCC)(=O)C>[CH2:25]([O:27][C:28]([C@@H:29]([NH:2][C@H:3]1[C:9](=[O:10])[N:8]([CH2:11][C:12]2[CH:17]=[CH:16][C:15]([CH:18]([CH3:20])[CH3:19])=[CH:14][CH:13]=2)[C:7]2[CH:21]=[CH:22][CH:23]=[CH:24][C:6]=2[O:5][CH2:4]1)[CH2:30][CH2:31][CH:32]1[CH2:33][CH2:34][CH2:35][CH2:36][CH2:37]1)=[O:51])[CH3:26] |f:0.1,4.5|. Product: C(C)OC(=O)[C@H](CCC1CCCCC1)N[C@@H]1COC2=C(N(C1=O)CC1=CC=C(C=C1)C(C)C)C=CC=C2 (3-(R)-[(1-(S)-Ethoxycarbonyl-3-cyclohexylpropyl)amino]-5-(p-isopropylbenzyl)-4-oxo-2,3,4,5-tetrahydro-1,5-benzoxazepine). The solvent is CCCCCC.C(C)(=O)OCC (hexane ethyl acetate). Procedure: Obtained analogously to the directions in Example 1c) starting from (R)-3-amino-5-(p-isopropylbenzyl)-4-oxo-2,3,4,5-tetrahydro-1,5-benzoxazepine hydrochloride, 2.93 g of (R)-alpha-[[(4-nitrophenyl)sulfonyl]oxy]-4-cyclohexylbutyric acid ethyl ester and 1.85 ml of N-methylmorpholine. Colourless resin, Rf value (eluant hexane/ethyl acetate 4:1): 0.36.